From a dataset of the Open Reaction Database (ORD), a public repository of structured organic reaction records. describe an organic reaction: reactants, conditions, products, and yield Reactants: Cc1cc(C(=O)O)ccc1Br, CNOC, ClCCl, Cl, O=S(Cl)Cl, c1ccncc1. Yields the product CON(C)C(=O)c1ccc(Br)c(C)c1. Reaction SMILES: [Br:1][c:2]1[c:3]([CH3:11])[cH:4][c:5]([C:6](=[O:7])[OH:8])[cH:9][cH:10]1.[CH3:13][NH:14][O:15][CH3:16].[Cl:27][CH2:28][Cl:29].[ClH:12].[S:23]([Cl:24])([Cl:25])=[O:26].[cH:17]1[cH:18][cH:19][n:20][cH:21][cH:22]1>>[Br:1][c:2]1[c:3]([CH3:11])[cH:4][c:5]([C:6](=[O:7])[N:14]([CH3:13])[O:15][CH3:16])[cH:9][cH:10]1. Yields the product O=C1CCC2(O)C3Cc4ccc(O)c5c4C2(CCN3)C1O5. The reactants are CC(=O)OC(C)=O, Cc1ccccc1, N, CN1CCC23c4c5ccc(O)c4OC2C(=O)CCC3(O)C1C5. Reaction SMILES: [C:23]([O:24][C:25](=[O:26])[CH3:27])(=[O:28])[CH3:29].[CH3:31][c:32]1[cH:33][cH:34][cH:35][cH:36][cH:37]1.[NH3:30].[O:1]1[c:2]2[c:3]([OH:22])[cH:4][cH:5][c:6]3[c:15]2[C:14]24[C:9]([OH:21])([CH:8]([CH2:7]3)[N:18]([CH3:19])[CH2:17][CH2:16]2)[CH2:10][CH2:11][C:12](=[O:20])[CH:13]14>>[O:1]1[c:2]2[c:3]([OH:22])[cH:4][cH:5][c:6]3[c:15]2[C:14]24[C:9]([OH:21])([CH:8]([CH2:7]3)[NH:18][CH2:17][CH2:16]2)[CH2:10][CH2:11][C:12](=[O:20])[CH:13]14. Starting materials: O=C([O-])[O-], CN(C)C=O, Oc1c(Cl)cc(OCC=C(Cl)Cl)cc1Cl, ClCc1ccc(Cl)nc1, [K+], [K+]. The product is ClC(Cl)=CCOc1cc(Cl)c(OCc2ccc(Cl)nc2)c(Cl)c1. As a reaction SMILES: [C:16](=[O:17])([O-:18])[O-:19].[CH3:31][N:32]([CH3:33])[CH:34]=[O:35].[Cl:1][c:2]1[c:3]([OH:15])[c:4]([Cl:14])[cH:5][c:6]([O:8][CH2:9][CH:10]=[C:11]([Cl:12])[Cl:13])[cH:7]1.[Cl:22][c:23]1[cH:24][cH:25][c:26]([CH2:29][Cl:30])[cH:27][n:28]1.[K+:20].[K+:21]>>[Cl:1][c:2]1[c:3]([O:15][CH2:29][c:26]2[cH:25][cH:24][c:23]([Cl:22])[n:28][cH:27]2)[c:4]([Cl:14])[cH:5][c:6]([O:8][CH2:9][CH:10]=[C:11]([Cl:12])[Cl:13])[cH:7]1. The reactants are C(CC(=O)C)(=O)OC (Methyl acetoacetate), [H-].[Na+] (NaH), FC1=CC=C(C=C1)C1=C(C(=NC(=C1)C1=CC=CC=C1)C(C)C)/C=C/C=O ((E)-3-[4-(4-fluorophenyl)-2-(1-methylethyl)-6-phenyl-3-pyridinyl]-2-propenal), [Li]CCCC (n-BuLi), Cl (HCl), C(=O)(O)[O-].[Na+] (NaHCO3). The solvent is C1CCOC1 (THF), C1CCOC1 (THF), O (H2O), CCOCC (Et2O). Conditions: time 15 minute. The product is FC1=CC=C(C=C1)C1=C(C(=NC(=C1)C1=CC=CC=C1)C(C)C)/C=C/C(CC(CC(=O)OC)=O)O ((E)-7-[4-(4-fluorophenyl)-2-(1-methylethyl)-6-phenyl-3-pyridinyl]-5-hydroxy-3-oxo-6-heptenoic acid, methyl ester). Yield: 51.8%. As a reaction SMILES: [C:1]([O:7][CH3:8])(=[O:6])[CH2:2][C:3]([CH3:5])=[O:4].[H-].[Na+].[Li]CCCC.[F:16][C:17]1[CH:22]=[CH:21][C:20]([C:23]2[CH:28]=[C:27]([C:29]3[CH:34]=[CH:33][CH:32]=[CH:31][CH:30]=3)[N:26]=[C:25]([CH:35]([CH3:37])[CH3:36])[C:24]=2/[CH:38]=[CH:39]/[CH:40]=[O:41])=[CH:19][CH:18]=1.Cl.C([O-])(O)=O.[Na+]>C1COCC1.O.CCOCC>[F:16][C:17]1[CH:22]=[CH:21][C:20]([C:23]2[CH:28]=[C:27]([C:29]3[CH:34]=[CH:33][CH:32]=[CH:31][CH:30]=3)[N:26]=[C:25]([CH:35]([CH3:37])[CH3:36])[C:24]=2/[CH:38]=[CH:39]/[CH:40]([OH:41])[CH2:5][C:3](=[O:4])[CH2:2][C:1]([O:7][CH3:8])=[O:6])=[CH:19][CH:18]=1 |f:1.2,6.7|. Reported procedure: Methyl acetoacetate (272 mg, 2.34 mmol) was added dropwise to a slurry of NaH (60% in mineral oil, 93.7 mg, 23.4 mmol) in dry THF (5.5 ml) at 0° C. After 15 minutes, the solution was treated with n-BuLi (1.6M in hexanes, 1.11 ml, 1.78 mmol) and stirred an additional 15 minutes. (E)-3-[4-(4-fluorophenyl)-2-(1-methylethyl)-6-phenyl-3-pyridinyl]-2-propenal (560 mg, 1.62 mmol) in THF (3.0 ml) was added, resulting in an orange solution. After 25 minutes, the solution was poured into a biphasic mixtur... The reactants are C(C)(C)(C)OC(=O)N1CC(CCC1)C=1SC=C(N1)COC1=CC=C(C=C1)N1N=NN=C1 (3-[4-(4-Tetrazol-1-yl-phenoxymethyl)-thiazol-2-yl]-piperidine-1-carboxylic acid tert-butyl ester), Cl (HCl). Run in ClCCl (dichloromethane), CO (methanol), O1CCOCC1 (dioxane). Conditions: time 30 minute. The product is N1(N=NN=C1)C1=CC=C(OCC=2N=C(SC2)C2CNCCC2)C=C1 (3-[4-(4-Tetrazol-1-yl-phenoxymethyl)-thiazol-2-yl]-piperidine), Cl (HCl). As a reaction SMILES: C(OC([N:8]1[CH2:13][CH2:12][CH2:11][CH:10]([C:14]2[S:15][CH:16]=[C:17]([CH2:19][O:20][C:21]3[CH:26]=[CH:25][C:24]([N:27]4[CH:31]=[N:30][N:29]=[N:28]4)=[CH:23][CH:22]=3)[N:18]=2)[CH2:9]1)=O)(C)(C)C.[ClH:32]>ClCCl.CO.O1CCOCC1>[N:27]1([C:24]2[CH:23]=[CH:22][C:21]([O:20][CH2:19][C:17]3[N:18]=[C:14]([CH:10]4[CH2:11][CH2:12][CH2:13][NH:8][CH2:9]4)[S:15][CH:16]=3)=[CH:26][CH:25]=2)[CH:31]=[N:30][N:29]=[N:28]1.[ClH:32]. Reported procedure: A solution of 3-[4-(4-Tetrazol-1-yl-phenoxymethyl)-thiazol-2-yl]-piperidine-1-carboxylic acid tert-butyl ester (500 mg, 1.13 mmol) in dichloromethane (10 mL) and methanol (2 mL) were treated with 2 mL of 4N HCl in dioxane. The resulting solution was stirred at room temperature for 30 minutes. The solvents were removed in vacuo to afford the desired product as an HCl salt. As a reaction SMILES: [C:1]([CH3:2])([CH3:3])([CH3:4])[O:5][C:6](=[O:7])[N:8]([CH2:9][CH2:10][N:11]([CH3:12])[CH2:13][CH:14]1[N:15]([CH3:41])[c:16]2[c:17]([cH:37][cH:38][cH:39][cH:40]2)-[c:18]2[n:19]([c:21]3[cH:22][c:23]([C:34](=[O:35])[OH:36])[cH:24][cH:25][c:26]3[c:27]2[CH:28]2[CH2:29][CH2:30][CH2:31][CH2:32][CH2:33]2)[CH2:20]1)[CH3:42].[CH2:55]([Cl:56])[CH2:57][Cl:58].[CH3:43][O:44][CH:45]([CH2:46][N:47]([S:48](=[O:49])(=[O:50])[NH2:51])[CH3:52])[O:53][CH3:54].[CH3:59][N:60]([c:61]1[cH:62][cH:63][n:64][cH:65][cH:66]1)[CH3:67].[Cl:68][CH2:69][Cl:70]>>[C:1]([CH3:2])([CH3:3])([CH3:4])[O:5][C:6](=[O:7])[N:8]([CH2:9][CH2:10][N:11]([CH3:12])[CH2:13][CH:14]1[N:15]([CH3:41])[c:16]2[c:17]([cH:37][cH:38][cH:39][cH:40]2)-[c:18]2[n:19]([c:21]3[cH:22][c:23]([C:34](=[O:36])[NH:51][S:48]([N:47]([CH2:46][CH:45]([O:44][CH3:43])[O:53][CH3:54])[CH3:52])(=[O:49])=[O:50])[cH:24][cH:25][c:26]3[c:27]2[CH:28]2[CH2:29][CH2:30][CH2:31][CH2:32][CH2:33]2)[CH2:20]1)[CH3:42]. Reactants: CN(CCN(C)C(=O)OC(C)(C)C)CC1Cn2c(c(C3CCCCC3)c3ccc(C(=O)O)cc32)-c2ccccc2N1C, ClCCCl, COC(CN(C)S(N)(=O)=O)OC, CN(C)c1ccncc1, ClCCl. Yields the product COC(CN(C)S(=O)(=O)NC(=O)c1ccc2c(C3CCCCC3)c3n(c2c1)CC(CN(C)CCN(C)C(=O)OC(C)(C)C)N(C)c1ccccc1-3)OC. Reactants: ClCCl, COc1cc2nc(CC3CCCC3)n(Cc3ccc(-c4ccccc4C(=O)OC(C)(C)C)cc3)c2cc1OC, O=C(O)C(F)(F)F. Product: COc1cc2nc(CC3CCCC3)n(Cc3ccc(-c4ccccc4C(=O)O)cc3)c2cc1OC. Reaction SMILES: [CH2:47]([Cl:48])[Cl:49].[CH:1]1([CH2:6][c:7]2[n:8][c:9]3[c:10]([n:11]2[CH2:12][c:13]2[cH:14][cH:15][c:16](-[c:19]4[c:20]([C:25](=[O:26])[O:27][C:28]([CH3:29])([CH3:30])[CH3:31])[cH:21][cH:22][cH:23][cH:24]4)[cH:17][cH:18]2)[cH:32][c:33]([O:38][CH3:39])[c:34]([O:36][CH3:37])[cH:35]3)[CH2:2][CH2:3][CH2:4][CH2:5]1.[OH:40][C:41]([C:42]([F:43])([F:44])[F:45])=[O:46]>>[CH:1]1([CH2:6][c:7]2[n:8][c:9]3[c:10]([n:11]2[CH2:12][c:13]2[cH:14][cH:15][c:16](-[c:19]4[c:20]([C:25](=[O:26])[OH:27])[cH:21][cH:22][cH:23][cH:24]4)[cH:17][cH:18]2)[cH:32][c:33]([O:38][CH3:39])[c:34]([O:36][CH3:37])[cH:35]3)[CH2:2][CH2:3][CH2:4][CH2:5]1. The reactants are CO, CS(C)=O, ClCCl, CS(=O)(=O)c1nccc(Oc2ccc(NC(=O)c3cc(F)cc(N4CCOCC4)c3)c3ccccc23)n1. Product: COc1nccc(Oc2ccc(NC(=O)c3cc(F)cc(N4CCOCC4)c3)c3ccccc23)n1. RXN SMILES: [CH3:38][OH:39].[CH3:40][S:41]([CH3:42])=[O:43].[Cl:44][CH2:45][Cl:46].[F:1][c:2]1[cH:3][c:4]([C:5](=[O:6])[NH:7][c:8]2[cH:9][cH:10][c:11]([O:18][c:19]3[n:20][c:21]([S:25]([CH3:26])(=[O:27])=[O:28])[n:22][cH:23][cH:24]3)[c:12]3[cH:13][cH:14][cH:15][cH:16][c:17]23)[cH:29][c:30]([N:32]2[CH2:33][CH2:34][O:35][CH2:36][CH2:37]2)[cH:31]1>>[F:1][c:2]1[cH:3][c:4]([C:5](=[O:6])[NH:7][c:8]2[cH:9][cH:10][c:11]([O:18][c:19]3[n:20][c:21]([O:39][CH3:38])[n:22][cH:23][cH:24]3)[c:12]3[cH:13][cH:14][cH:15][cH:16][c:17]23)[cH:29][c:30]([N:32]2[CH2:33][CH2:34][O:35][CH2:36][CH2:37]2)[cH:31]1. Reactants: COC=1C(C(=C(C(C1OC)=O)CC1=CC(=C(C(=O)O)C=C1)C1=CC=CC=C1)C)=O (4-(5,6-Dimethoxy-3-methyl-1,4-benzoquinon-2-yl)methyl-2-phenylbenzoic acid), N1CCOCC1 (morpholine), CCN=C=NCCCN(C)C.Cl (WSC HCl). Run in C(Cl)Cl (methylene chloride). Run at time 6 hour. Yields the product COC=1C(C(=C(C(C1OC)=O)CC1=CC(=C(C(=O)N2CCOCC2)C=C1)C1=CC=CC=C1)C)=O (N-[4-(5,6-Dimethoxy-3-methyl-1,4-benzoquinon-2-yl)methyl-2-phenylbenzoyl]morpholine). Yield: 47.1%. As a reaction SMILES: [CH3:1][O:2][C:3]1[C:4](=[O:29])[C:5]([CH3:28])=[C:6]([CH2:12][C:13]2[CH:21]=[CH:20][C:16]([C:17](O)=[O:18])=[C:15]([C:22]3[CH:27]=[CH:26][CH:25]=[CH:24][CH:23]=3)[CH:14]=2)[C:7](=[O:11])[C:8]=1[O:9][CH3:10].[NH:30]1[CH2:35][CH2:34][O:33][CH2:32][CH2:31]1.CCN=C=NCCCN(C)C.Cl>C(Cl)Cl>[CH3:1][O:2][C:3]1[C:4](=[O:29])[C:5]([CH3:28])=[C:6]([CH2:12][C:13]2[CH:21]=[CH:20][C:16]([C:17]([N:30]3[CH2:35][CH2:34][O:33][CH2:32][CH2:31]3)=[O:18])=[C:15]([C:22]3[CH:23]=[CH:24][CH:25]=[CH:26][CH:27]=3)[CH:14]=2)[C:7](=[O:11])[C:8]=1[O:9][CH3:10] |f:2.3|. Reported procedure: 4-(5,6-Dimethoxy-3-methyl-1,4-benzoquinon-2-yl)methyl-2-phenylbenzoic acid (18 mg, 0.0459 mmol) and morpholine (6 mg, 0.0689 mmol) were dissolved in methylene chloride (3 ml), then WSC-HCl (22 mg, 0.1147 mmol) was added thereto and the mixture was stirred at room temperature for 6 hours. The reaction solution was washed with water and dried and the solvent was evaporated therefrom. The residue was purified by preparative thin layer chromatography (hexane:ethyl acetate=1:1) to give the title comp... The reactants are C#CC(=O)OC(C)(C)C, CCc1ccccc1, CCCCCCC, COC(=O)c1ccc(C=O)c([N+](=O)[O-])c1, CC(=O)O, CC(C)[N-]C(C)C, [Li+], C1CCOC1, C1CCOC1, O. Yields the product COC(=O)c1ccc(C(O)C#CC(=O)OC(C)(C)C)c([N+](=O)[O-])c1. RXN SMILES: [C:1]([C:2]#[CH:3])(=[O:4])[O:5][C:6]([CH3:7])([CH3:8])[CH3:9].[CH2:18]([c:19]1[cH:20][cH:21][cH:22][cH:23][cH:24]1)[CH3:25].[CH3:31][CH2:32][CH2:33][CH2:34][CH2:35][CH2:36][CH3:37].[CH3:38][O:39][C:40](=[O:41])[c:42]1[cH:43][c:44]([N+:50](=[O:51])[O-:52])[c:45]([CH:46]=[O:47])[cH:48][cH:49]1.[CH3:53][C:54](=[O:55])[OH:56].[CH:10]([N-:11][CH:12]([CH3:13])[CH3:14])([CH3:15])[CH3:16].[Li+:17].[O:26]1[CH2:27][CH2:28][CH2:29][CH2:30]1.[O:57]1[CH2:58][CH2:59][CH2:60][CH2:61]1.[OH2:62]>>[C:1]([C:2]#[C:3][CH:46]([c:45]1[c:44]([N+:50](=[O:51])[O-:52])[cH:43][c:42]([C:40]([O:39][CH3:38])=[O:41])[cH:49][cH:48]1)[OH:47])(=[O:4])[O:5][C:6]([CH3:7])([CH3:8])[CH3:9].